Task: describe an organic reaction: reactants, conditions, products, and yield. Dataset: the Open Reaction Database (ORD), a public repository of structured organic reaction records Starting materials: C(C)(=O)O[C@@H]1CCC=C1C(=O)OCC (ethyl 5(R)-acetoxy-1-cyclopentenecarboxylate), Cl (hydrochloric acid), COC=1C=C(CCl)C=CC1 (3-methoxybenzyl chloride), [Mg] (magnesium), II (iodine). The reagents and catalysts are [Cu]I (copper(I) iodide). The solvent is O1CCCC1 (tetrahydrofuran), O1CCCC1 (tetrahydrofuran), O1CCCC1 (tetrahydrofuran). Run at time 1 hour. Product: COC=1C=C(C[C@@H]2CCC=C2C(=O)OCC)C=CC1 ((-)-ethyl 5(S)-(3-methoxybenzyl)-1-cyclopentencarboxylate). The yield is 80.0%. RXN SMILES: [CH3:1][O:2][C:3]1[CH:4]=[C:5]([CH:8]=[CH:9][CH:10]=1)[CH2:6]Cl.[Mg].II.C(O[C@H:18]1[C:22]([C:23]([O:25][CH2:26][CH3:27])=[O:24])=[CH:21][CH2:20][CH2:19]1)(=O)C.Cl>O1CCCC1.[Cu]I>[CH3:1][O:2][C:3]1[CH:4]=[C:5]([CH:8]=[CH:9][CH:10]=1)[CH2:6][C@H:18]1[C:22]([C:23]([O:25][CH2:26][CH3:27])=[O:24])=[CH:21][CH2:20][CH2:19]1. Procedure details: A tetrahydrofuran (50 ml) solution of 3-methoxybenzyl chloride (14.01 g) was added slowly to a suspension of magnesium (2.18 g) and iodine (a catalytic amount) in tetrahydrofuran (50 ml) at 60° C. over 40 minutes. After 1 hour stirring at the same temperature, the reaction mixture was cooled to the room temperature. An insoluble material was filtered off and the Grignard solution was prepared. The Grignard solution was added slowly to a suspension of ethyl 5(R)-acetoxy-1-cyclopentenecarboxylate ... Reactants: CC(C)(C)OC(=O)N1CCC(O)CC1, CC(C)n1c(C(=O)N2CCS(=O)(=O)CC2)cc2cc(O)ccc21, C1CCOC1, c1ccc(P(c2ccccc2)c2ccccc2)cc1. RXN SMILES: [C:24]([CH3:25])([CH3:26])([CH3:27])[O:28][C:29](=[O:30])[N:31]1[CH2:32][CH2:33][CH:34]([OH:37])[CH2:35][CH2:36]1.[O:1]=[S:2]1(=[O:23])[CH2:3][CH2:4][N:5]([C:8](=[O:9])[c:10]2[n:11]([CH:20]([CH3:21])[CH3:22])[c:12]3[cH:13][cH:14][c:15]([OH:19])[cH:16][c:17]3[cH:18]2)[CH2:6][CH2:7]1.[O:57]1[CH2:58][CH2:59][CH2:60][CH2:61]1.[c:38]1([P:39]([c:40]2[cH:41][cH:42][cH:43][cH:44][cH:45]2)[c:46]2[cH:47][cH:48][cH:49][cH:50][cH:51]2)[cH:52][cH:53][cH:54][cH:55][cH:56]1>>[O:1]=[S:2]1(=[O:23])[CH2:3][CH2:4][N:5]([C:8](=[O:9])[c:10]2[n:11]([CH:20]([CH3:21])[CH3:22])[c:12]3[cH:13][cH:14][c:15]([O:19][CH:34]4[CH2:33][CH2:32][N:31]([C:29]([O:28][C:24]([CH3:25])([CH3:26])[CH3:27])=[O:30])[CH2:36][CH2:35]4)[cH:16][c:17]3[cH:18]2)[CH2:6][CH2:7]1. Product: CC(C)n1c(C(=O)N2CCS(=O)(=O)CC2)cc2cc(OC3CCN(C(=O)OC(C)(C)C)CC3)ccc21. Starting materials: [BH4-], Cc1ccccc1, CCO, O=Cc1ccccc1, Cl, CC(N)CO, [Na+], C1COCCO1. Product: CC(CO)NCc1ccccc1. As a reaction SMILES: [BH4-:14].[CH3:17][c:18]1[cH:19][cH:20][cH:21][cH:22][cH:23]1.[CH3:24][CH2:25][OH:26].[CH:6](=[O:7])[c:8]1[cH:9][cH:10][cH:11][cH:12][cH:13]1.[ClH:16].[NH2:1][CH:2]([CH2:3][OH:4])[CH3:5].[Na+:15].[O:27]1[CH2:28][CH2:29][O:30][CH2:31][CH2:32]1>>[NH:1]([CH:2]([CH2:3][OH:4])[CH3:5])[CH2:6][c:8]1[cH:9][cH:10][cH:11][cH:12][cH:13]1.